From a dataset of the Open Reaction Database (ORD), a public repository of structured organic reaction records. describe an organic reaction: reactants, conditions, products, and yield Reported procedure: To as solution of NH2OCH2Ph. HCl and CH3COONa. H2O in MeOH:H2O (7:3) stirred at room temperature for 15 minutes, was added ketamine and the resulting solution was stirred at reflux for 16 hrs before cooling to room temperature. The reaction mixture was filtered and the filtrate was partitioned between CH2Cl2 and sat. NaHCO3 solution. The filtrate was extracted with CH2Cl2 (2×30 mL) and the combined organic layer was washed with brine solution. The organic layer was dried over anhydrous. Na2SO4 a... Run in CO.O (MeOH H2O), O (H2O). Product: C(C1=CC=CC=C1)ON=C1C(CCCC1)(NC)C1=C(C=CC=C1)Cl (2-(2-Chloro-phenyl)-2-methylamino-cyclohexanone O-benzyl-oxime). RXN SMILES: [NH2:1][O:2][CH2:3][C:4]1[CH:9]=[CH:8][CH:7]=[CH:6][CH:5]=1.Cl.CC(O[Na])=O.[CH3:16][NH:17][C:18]1([C:25]2[CH:26]=[CH:27][CH:28]=[CH:29][C:30]=2[Cl:31])[C:23](=O)[CH2:22][CH2:21][CH2:20][CH2:19]1>CO.O.O>[CH2:3]([O:2][N:1]=[C:19]1[CH2:20][CH2:21][CH2:22][CH2:23][C:18]1([C:25]1[CH:26]=[CH:27][CH:28]=[CH:29][C:30]=1[Cl:31])[NH:17][CH3:16])[C:4]1[CH:9]=[CH:8][CH:7]=[CH:6][CH:5]=1 |f:4.5|. Starting materials: NOCC1=CC=CC=C1 (NH2OCH2Ph), CNC1(CCCCC1=O)C=2C=CC=CC2Cl (ketamine), Cl (HCl), CC(=O)O[Na] (CH3COONa).